From a dataset of the Open Reaction Database (ORD), a public repository of structured organic reaction records. describe an organic reaction: reactants, conditions, products, and yield As a reaction SMILES: [CH3:11][Si:12]([O:13][Si:14]([CH2:15][CH2:16][CH2:17][O:18][CH2:19][CH:20]1[O:21][CH2:22]1)([CH3:23])[CH3:24])([CH2:25][CH2:26][Si:27]([CH3:28])([CH3:29])[CH3:30])[CH3:31].[CH3:32][CH2:33][OH:34].[NH2:1][CH2:2][CH2:3][O:4][CH2:5][CH2:6][O:7][CH2:8][CH2:9][OH:10]>>[NH:1]([CH2:2][CH2:3][O:4][CH2:5][CH2:6][O:7][CH2:8][CH2:9][OH:10])[CH2:22][CH:20]([CH2:19][O:18][CH2:17][CH2:16][CH2:15][Si:14]([O:13][Si:12]([CH3:11])([CH2:25][CH2:26][Si:27]([CH3:28])([CH3:29])[CH3:30])[CH3:31])([CH3:23])[CH3:24])[OH:21]. The product is C[Si](C)(C)CC[Si](C)(C)O[Si](C)(C)CCCOCC(O)CNCCOCCOCCO. Starting materials: C[Si](C)(C)CC[Si](C)(C)O[Si](C)(C)CCCOCC1CO1, CCO, NCCOCCOCCO. Reactants: [F-].C(CCC)[N+](CCCC)(CCCC)CCCC (tetrabutylammonium fluoride), CC1=CN=C(S1)C=1N(C=CC1)[Si](C(C)C)(C(C)C)C(C)C (5-Methyl-2-[1-(triisopropylsilyl)-1H-pyrrol-2-yl]-1,3-thiazole), O (Water). The solvent is O1CCCC1 (tetrahydrofuran). Reaction conditions: time 30 minute. The product is CC1=CN=C(S1)C=1NC=CC1 (5-Methyl-2-(1H-pyrrol-2-yl)-1,3-thiazole). Yield: 90.9%. RXN SMILES: [CH3:1][C:2]1[S:6][C:5]([C:7]2[N:8]([Si](C(C)C)(C(C)C)C(C)C)[CH:9]=[CH:10][CH:11]=2)=[N:4][CH:3]=1.[F-].C([N+](CCCC)(CCCC)CCCC)CCC.O>O1CCCC1>[CH3:1][C:2]1[S:6][C:5]([C:7]2[NH:8][CH:9]=[CH:10][CH:11]=2)=[N:4][CH:3]=1 |f:1.2|. Procedure details: 5-Methyl-2-[1-(triisopropylsilyl)-1H-pyrrol-2-yl]-1,3-thiazole (215 mg, 0.67 mmol) synthesized in Example (3b) was dissolved in tetrahydrofuran (8 mL), and tetrabutylammonium fluoride (1M tetrahydrofuran solution, 0.87 mL, 0.87 mmol) was added, followed by stirring at room temperature for 30 minutes under nitrogen atmosphere. Water (10 mL) was added, and extraction was carried out with diethyl ether (20 mL). The organic layer was washed with saturated brine, and subsequently dried over anhydrous...